From a dataset of the Open Reaction Database (ORD), a public repository of structured organic reaction records. describe an organic reaction: reactants, conditions, products, and yield Reactants: [C-]#N, CCO, [K+], O=Cc1ccc(-c2nnc(CSCCOc3ccccc3)o2)cc1, [C-]#[N+]CS(=O)(=O)c1ccc(C)cc1. Product: Cc1ccc(S(=O)(=O)C2N=COC2c2ccc(-c3nnc(CSCCOc4ccccc4)o3)cc2)cc1. Reaction SMILES: [C-:38]#[N:39].[CH3:41][CH2:42][OH:43].[K+:40].[O:1]([c:2]1[cH:3][cH:4][cH:5][cH:6][cH:7]1)[CH2:8][CH2:9][S:10][CH2:11][c:12]1[n:13][n:14][c:15](-[c:17]2[cH:18][cH:19][c:20]([CH:21]=[O:22])[cH:23][cH:24]2)[o:16]1.[S:25](=[O:26])(=[O:27])([c:28]1[cH:29][cH:30][c:31]([CH3:32])[cH:33][cH:34]1)[CH2:35][N+:36]#[C-:37]>>[O:1]([c:2]1[cH:3][cH:4][cH:5][cH:6][cH:7]1)[CH2:8][CH2:9][S:10][CH2:11][c:12]1[n:13][n:14][c:15](-[c:17]2[cH:18][cH:19][c:20]([CH:21]3[O:22][CH:37]=[N:36][CH:35]3[S:25](=[O:26])(=[O:27])[c:28]3[cH:29][cH:30][c:31]([CH3:32])[cH:33][cH:34]3)[cH:23][cH:24]2)[o:16]1. Starting materials: N(=[N+]=[N-])C1C(C=2C(=C(SC2SC(C)C)C(=O)OCC)CC1)=O (ethyl 5-azido-4,5,6,7-tetrahydro-3-isopropylthio-4-oxobenzo[c]thiophene-1-carboxylate), C(C)(=O)OC(C)=O (acetic anhydride). Reagents/catalysts: [C].[Pd] (palladium-carbon). Run in C(C)(=O)O (acetic acid). The product is C(C)(=O)NC1C(C=2C(=C(SC2SC(C)C)C(=O)OCC)CC1)=O (ethyl 5-acetylamino-4,5,6,7-tetrahydro-3-isopropylthio-4-oxobenzo[c]thiophene-1-carboxylate). The yield is 77.8%. As a reaction SMILES: [N:1]([CH:4]1[CH2:21][CH2:20][C:7]2=[C:8]([C:15]([O:17][CH2:18][CH3:19])=[O:16])[S:9][C:10]([S:11][CH:12]([CH3:14])[CH3:13])=[C:6]2[C:5]1=[O:22])=[N+]=[N-].[C:23](OC(=O)C)(=[O:25])[CH3:24]>[C].[Pd].C(O)(=O)C>[C:23]([NH:1][CH:4]1[CH2:21][CH2:20][C:7]2=[C:8]([C:15]([O:17][CH2:18][CH3:19])=[O:16])[S:9][C:10]([S:11][CH:12]([CH3:14])[CH3:13])=[C:6]2[C:5]1=[O:22])(=[O:25])[CH3:24] |f:2.3|. Procedure details: A mixture of ethyl 5-azido-4,5,6,7-tetrahydro-3-isopropylthio-4-oxobenzo[c]thiophene-1-carboxylate (1.60 g), palladium-carbon (5%, 50% wet, 1.6 g), acetic acid (30 ml) and acetic anhydride (15 ml) was subjected to a catalytic reduction reaction at room temperature under 1 atm. The insoluble substances were filtered off; the filtrate was poured over water and extracted with ethyl acetate. The organic layer was washed with water, a saturated aqueous solution of sodium hydrogen carbonate and water ...